This data is from the Open Reaction Database (ORD), a public repository of structured organic reaction records. The task is: describe an organic reaction: reactants, conditions, products, and yield Reactants: ClC1=NC=NC(=C1CC(=O)OC)N(C)C (methyl 4-chloro-6-dimethylamino-pyrimidin-5-yl-acetate), C(C)(C)(C)C=1C=C(C=CC1)O (3-tert.butylphenol), C([O-])([O-])=O.[K+].[K+] (potassium carbonate), C1COCCOCCOCCOCCOCCO1 (18-crown-6). Run in CN(C=O)C (dimethylformamide), C(C)OCC (diethyl ether). Yields the product C(C)(C)(C)C=1C=C(OC2=NC=NC(=C2CC(=O)OC)N(C)C)C=CC1 (methyl 4-(3-tert.butylphenoxy)-6-dimethylamino-pyrimidin-5-yl-acetate). The yield is 87.4%. Reaction SMILES: Cl[C:2]1[C:7]([CH2:8][C:9]([O:11][CH3:12])=[O:10])=[C:6]([N:13]([CH3:15])[CH3:14])[N:5]=[CH:4][N:3]=1.[C:16]([C:20]1[CH:21]=[C:22]([OH:26])[CH:23]=[CH:24][CH:25]=1)([CH3:19])([CH3:18])[CH3:17].C(=O)([O-])[O-].[K+].[K+].C1OCCOCCOCCOCCOCCOC1>CN(C)C=O.C(OCC)C>[C:16]([C:20]1[CH:21]=[C:22]([CH:23]=[CH:24][CH:25]=1)[O:26][C:2]1[C:7]([CH2:8][C:9]([O:11][CH3:12])=[O:10])=[C:6]([N:13]([CH3:15])[CH3:14])[N:5]=[CH:4][N:3]=1)([CH3:19])([CH3:17])[CH3:18] |f:2.3.4|. Reported procedure: A mixture of methyl 4-chloro-6-dimethylamino-pyrimidin-5-yl-acetate (22.9 g, 100 mmol), 3-tert.butylphenol (15.0 g, 100 mmol), potassium carbonate (20.7 g, 150 mmol) and a catalytic amount of 18-crown-6 is heated in dimethylformamide (50 ml) at 130° C. for 6 hours. The reaction mixture is diluted with diethyl ether, washed with 2n NaOH and brine, dried (MgSO4) and evaporated to give methyl 4-(3-tert.butylphenoxy)-6-dimethylamino-pyrimidin-5-yl-acetate as a yellow oil (30 g). Starting materials: C(C)(=O)N\C(\C(=O)OC)=C/C1=CC2=CC=CC=C2C=C1 (methyl (Z)-2acetamido-3-(2-naphthyl)propenoate). Reagents/catalysts: catalyst ( I ). Solvent: CO (methanol). Run at time 2 hour. The product is COC([C@H](NC(C)=O)CC1=CC2=CC=CC=C2C=C1)=O ((R)-N-acetyl-3(2-naphthyl)alanine methyl ester). Yield: 102.9%. RXN SMILES: [C:1]([NH:4]/[C:5](=[CH:10]\[C:11]1[CH:20]=[CH:19][C:18]2[C:13](=[CH:14][CH:15]=[CH:16][CH:17]=2)[CH:12]=1)/[C:6]([O:8][CH3:9])=[O:7])(=[O:3])[CH3:2]>CO>[CH3:9][O:8][C:6](=[O:7])[C@@H:5]([CH2:10][C:11]1[CH:20]=[CH:19][C:18]2[C:13](=[CH:14][CH:15]=[CH:16][CH:17]=2)[CH:12]=1)[NH:4][C:1](=[O:3])[CH3:2]. Reported procedure: A solution of methyl (Z)-2acetamido-3-(2-naphthyl)propenoate (0.3 g, 1.11 mmol) and the catalyst (I) (7 mg, 0.011 mmol, 1.0 mol %) in degassed methanol (10 ml) was placed in a 50 ml Parr pressure reactor purged with nitrogen. The vessel was then purged with hydrogen (×3) and charged to 4.13 MPa (600 psi) of hydrogen. After stirring for 2 h, the solution was evaporated to give (R)-N-acetyl-3(2-naphthyl)alanine methyl ester (0.31 g, quantitative yield, 77.5% ee).